This data is from the Open Reaction Database (ORD), a public repository of structured organic reaction records. The task is: describe an organic reaction: reactants, conditions, products, and yield Starting materials: COC(=O)C1(NC(=O)OC(C)(C)C)CCNCC1, ClCCl, [Na+], O=C([O-])O, Cc1ccc(S(=O)(=O)Cl)cc1. Yields the product COC(=O)C1(NC(=O)OC(C)(C)C)CCN(S(=O)(=O)c2ccc(C)cc2)CC1. As a reaction SMILES: [CH3:1][O:2][C:3](=[O:4])[C:5]1([NH:11][C:12](=[O:13])[O:14][C:15]([CH3:16])([CH3:17])[CH3:18])[CH2:6][CH2:7][NH:8][CH2:9][CH2:10]1.[Cl:35][CH2:36][Cl:37].[Na+:34].[O-:30][C:31]([OH:32])=[O:33].[c:19]1([CH3:29])[cH:20][cH:21][c:22]([S:25](=[O:26])(=[O:27])[Cl:28])[cH:23][cH:24]1>>[CH3:1][O:2][C:3](=[O:4])[C:5]1([NH:11][C:12](=[O:13])[O:14][C:15]([CH3:16])([CH3:17])[CH3:18])[CH2:6][CH2:7][N:8]([S:25]([c:22]2[cH:21][cH:20][c:19]([CH3:29])[cH:24][cH:23]2)(=[O:26])=[O:27])[CH2:9][CH2:10]1. Starting materials: N1=CC=CC2=CC(=CC=C12)O (quinolin-6-ol), C(CCCCC)N=C=O (hexyl isocyanate), N1=CC=CC=C1 (pyridine). Run in O1CCOCC1 (dioxane). Run at time 3 hour. Yields the product N1=CC=CC2=CC(=CC=C12)OC(NCCCCCC)=O (Hexyl-Carbamic Acid quinolin-6-yl Ester). As a reaction SMILES: [N:1]1[C:10]2[C:5](=[CH:6][C:7]([OH:11])=[CH:8][CH:9]=2)[CH:4]=[CH:3][CH:2]=1.[CH2:12]([N:18]=[C:19]=[O:20])[CH2:13][CH2:14][CH2:15][CH2:16][CH3:17].N1C=CC=CC=1>O1CCOCC1>[N:1]1[C:10]2[C:5](=[CH:6][C:7]([O:11][C:19](=[O:20])[NH:18][CH2:12][CH2:13][CH2:14][CH2:15][CH2:16][CH3:17])=[CH:8][CH:9]=2)[CH:4]=[CH:3][CH:2]=1. Procedure details: Mixture of quinolin-6-ol (0.58 g., 4 mmol), hexyl isocyanate (0.698 ml, 4.8 mmol) and of dry pyridine (0.3 ml) in dry dioxane (10 ml) was heated at 100° C. with stirring for 3 hours. Reaction mixture was concentrated under vaccum, the residue was titurated with water (1 ml) and crystallised with ether to give 1a; yield: 0.75 g. (68.93%). Reactants: CCOC(=O)c1cc[nH]c1C, CNCCNC, Cc1ccccc1, [Cu]I, Ic1ccccc1, [K+], [K+], [K+], O=P([O-])([O-])[O-]. Yields the product CCOC(=O)c1ccn(-c2ccccc2)c1C. RXN SMILES: [CH2:1]([CH3:2])[O:3][C:4](=[O:5])[c:6]1[c:7]([CH3:11])[nH:8][cH:9][cH:10]1.[CH3:19][NH:20][CH2:21][CH2:22][NH:23][CH3:24].[CH3:33][c:34]1[cH:35][cH:36][cH:37][cH:38][cH:39]1.[Cu:40][I:41].[I:12][c:13]1[cH:14][cH:15][cH:16][cH:17][cH:18]1.[K+:30].[K+:31].[K+:32].[P:25]([O-:26])([O-:27])([O-:28])=[O:29]>>[CH2:1]([CH3:2])[O:3][C:4](=[O:5])[c:6]1[c:7]([CH3:11])[n:8](-[c:13]2[cH:14][cH:15][cH:16][cH:17][cH:18]2)[cH:9][cH:10]1. The reactants are C1(CCCCC1)C1=NC(C(NC2=C1C=CC=C2)=O)NC(=O)OCC2=CC=CC=C2 (1,3-Dihydro-5-cyclohexyl-3(R,S)-[(benzyloxycarbonyl)-amino]-2H-1,4-benzodiazepin-2-one), COC1=CC=C(C=C1)P1(SP(S1)(C1=CC=C(C=C1)OC)=S)=S (2,4-bis(4-methoxyphenyl)-1,3-dithia-2,4-diphosphetane-2,4-disulfide). The solvent is C1(=CC=CC=C1)C (toluene). The product is C1(CCCCC1)C1=NC(C(NC2=C1C=CC=C2)=S)NC(=O)OCC2=CC=CC=C2 (1,3-dihydro-5-cyclohexyl-3(R,S)-[(benzyloxy-carbonyl) amino]-2H-1.4-benzodiazepin-2-thione). RXN SMILES: [CH:1]1([C:7]2[C:13]3[CH:14]=[CH:15][CH:16]=[CH:17][C:12]=3[NH:11][C:10](=O)[CH:9]([NH:19][C:20]([O:22][CH2:23][C:24]3[CH:29]=[CH:28][CH:27]=[CH:26][CH:25]=3)=[O:21])[N:8]=2)[CH2:6][CH2:5][CH2:4][CH2:3][CH2:2]1.COC1C=CC(P2(=S)SP(=S)(C3C=CC(OC)=CC=3)[S:39]2)=CC=1>C1(C)C=CC=CC=1>[CH:1]1([C:7]2[C:13]3[CH:14]=[CH:15][CH:16]=[CH:17][C:12]=3[NH:11][C:10](=[S:39])[CH:9]([NH:19][C:20]([O:22][CH2:23][C:24]3[CH:29]=[CH:28][CH:27]=[CH:26][CH:25]=3)=[O:21])[N:8]=2)[CH2:6][CH2:5][CH2:4][CH2:3][CH2:2]1. Procedure details: 1,3-Dihydro-5-cyclohexyl-3(R,S)-[(benzyloxycarbonyl)-amino]-2H-1,4-benzodiazepin-2-one (M. Chambers, et. al. Biomed. Chem. Lett. 1993, in press) (1.09 g, 2.79 mmole) was mixed with 1.13 g (2.79 mmole) of 2,4-bis(4-methoxyphenyl)-1,3-dithia-2,4-diphosphetane-2,4-disulfide in 26 ml of toluene. The resulting suspension was heated to reflux for 1 hour. The reaction mixture was cooled, filtered, and concentrated in vacuo. The residue was flash chromatographed on silica gel (ethyl acetate-hexane, 1:3)... Starting materials: C(C)C1=CC=C(C=C1)C=1C(=NC=C(C(=O)O)C1)OCC(F)(F)F (5-(4-ethylphenyl)-6-(2,2,2-trifluoroethoxy)nicotinic acid), FC(C1=NOC(=N1)CN)(F)F (3-trifluoromethyl-[1,2,4]oxadiazol-5-methanamine). Product: C(C)C1=CC=C(C=C1)C=1C(=NC=C(C(=O)NCC2=NC(=NO2)C(F)(F)F)C1)OCC(F)(F)F (5-(4-ethylphenyl)-6-(2,2,2-trifluoroethoxy)-N-((3-(trifluoromethyl)-1,2,4-oxadiazol-5-yl)methyl)nicotinamide). Reaction SMILES: [CH2:1]([C:3]1[CH:8]=[CH:7][C:6]([C:9]2[C:10]([O:18][CH2:19][C:20]([F:23])([F:22])[F:21])=[N:11][CH:12]=[C:13]([CH:17]=2)[C:14](O)=[O:15])=[CH:5][CH:4]=1)[CH3:2].[F:24][C:25]([F:34])([F:33])[C:26]1[N:30]=[C:29]([CH2:31][NH2:32])[O:28][N:27]=1>>[CH2:1]([C:3]1[CH:4]=[CH:5][C:6]([C:9]2[C:10]([O:18][CH2:19][C:20]([F:23])([F:21])[F:22])=[N:11][CH:12]=[C:13]([CH:17]=2)[C:14]([NH:32][CH2:31][C:29]2[O:28][N:27]=[C:26]([C:25]([F:34])([F:33])[F:24])[N:30]=2)=[O:15])=[CH:7][CH:8]=1)[CH3:2]. Procedure: The title compound was synthesized in analogy to Example 1 using 5-(4-ethylphenyl)-6-(2,2,2-trifluoroethoxy)nicotinic acid (example BS) and 3-trifluoromethyl-[1,2,4]oxadiazol-5-methanamine (example AK) as starting materials; LC-MS (UV peak area/ESI) 100%, 473.1054 (M−H)−. Starting materials: carbons, [OH-].[Na+] (NaOH), C(C)OC(=O)C=1NC=C(C1)CCCC1CCCC1 (4-(3-cyclopentylpropyl)-1H-pyrrole-2-carboxylic acid ethyl ester), carbons. Solvent: CO (MeOH). The product is C1(CCCC1)CCCC=1C=C(NC1)C(=O)O (4-(3-cyclopentylpropyl)1H-pyrrole-2-carboxylic acid). As a reaction SMILES: [OH-].[Na+].C([O:5][C:6]([C:8]1[NH:9][CH:10]=[C:11]([CH2:13][CH2:14][CH2:15][CH:16]2[CH2:20][CH2:19][CH2:18][CH2:17]2)[CH:12]=1)=[O:7])C>CO>[CH:16]1([CH2:15][CH2:14][CH2:13][C:11]2[CH:12]=[C:8]([C:6]([OH:7])=[O:5])[NH:9][CH:10]=2)[CH2:20][CH2:19][CH2:18][CH2:17]1 |f:0.1|. Procedure details: Freshly prepared aq. NaOH (10 M in H2O, 11.23 mmol) was added to a stirring, room temperature solution of 75 (0.56 g, 2.25 mmol) in MeOH (5.6 mL, 0.4 M) under N2. The reaction was heated to reflux until the reaction was judged complete by HPLC (10 min). Upon cooling, the reaction solidified. The product was concentrated and H2O was added. When the product would not dissolve in H2O, EtOAc was added, followed by 10% HCl to acidify the aqueous layer. The organic was then removed, dried with Na2SO4,... The reactants are [F-].[Cs+] (CsF), NC1=C(C(=NC(=C1F)C1=CC=C(C=C1)C1CC1)C(=O)OCC)Cl (Ethyl 4-amino-3-chloro-6-(4-cyclopropylphenyl)-5-fluoropicolinate), C1(CC1)C1=CC=C(C=C1)B(O)O (4-Cyclopropylphenylboronic acid), NC1=C(C(=NC(=C1F)Cl)C(=O)OC)Cl (methyl 4-amino-3,6-dichloro-5-fluoropicolinate), P(C=1C=C(C=CC1)S(=O)(=O)[O-])(C=1C=C(C=CC1)S(=O)(=O)[O-])C=1C=C(C=CC1)S(=O)(=O)[O-].[Na+].[Na+].[Na+] (sodium 3,3′,3″-phosphinetriyl-tribenzenesulfonate). The reagents and catalysts are C(C)(=O)[O-].[Pd+2].C(C)(=O)[O-] (palladium(II) acetate). Solvent: O.C(C)#N (water acetonitrile), O (water). Run at temperature 150 celsius. The product is NC1=C(C(=NC(=C1F)C1=CC=C(C=C1)C1CC1)C(=O)OCC1=CC=CC=C1)Cl (benzyl 4-amino-3-chloro-6-(4-cyclopropylphenyl)-5-fluoropicolinate), NC1=C(C(=NC(=C1F)C1=CC=C(C=C1)C1CC1)C(=O)OC)Cl (methyl 4-amino-3-chloro-6-(4-cyclopropylphenyl)-5-fluoropicolinate). Isolated yield 78.0%. Reaction SMILES: [NH2:1][C:2]1[C:7]([F:8])=[C:6]([C:9]2[CH:14]=[CH:13][C:12]([CH:15]3[CH2:17][CH2:16]3)=[CH:11][CH:10]=2)[N:5]=[C:4]([C:18]([O:20][CH2:21][CH3:22])=[O:19])[C:3]=1[Cl:23].[CH:24]1([C:27]2C=CC(B(O)O)=C[CH:28]=2)[CH2:26][CH2:25]1.NC1C(F)=C(Cl)N=C(C(OC)=O)C=1Cl.[F-].[Cs+].P(C1C=C(S([O-])(=O)=O)C=CC=1)(C1C=C(S([O-])(=O)=O)C=CC=1)C1C=C(S([O-])(=O)=O)C=CC=1.[Na+].[Na+].[Na+]>O.C([O-])(=O)C.[Pd+2].C([O-])(=O)C.O.C(#N)C>[NH2:1][C:2]1[C:7]([F:8])=[C:6]([C:9]2[CH:10]=[CH:11][C:12]([CH:15]3[CH2:16][CH2:17]3)=[CH:13][CH:14]=2)[N:5]=[C:4]([C:18]([O:20][CH2:21][C:22]2[CH:28]=[CH:27][CH:24]=[CH:25][CH:26]=2)=[O:19])[C:3]=1[Cl:23].[NH2:1][C:2]1[C:7]([F:8])=[C:6]([C:9]2[CH:10]=[CH:11][C:12]([CH:15]3[CH2:16][CH2:17]3)=[CH:13][CH:14]=2)[N:5]=[C:4]([C:18]([O:20][CH3:21])=[O:19])[C:3]=1[Cl:23] |f:3.4,5.6.7.8,10.11.12,13.14|. Reported procedure: Ethyl 4-amino-3-chloro-6-(4-cyclopropylphenyl)-5-fluoropicolinate. 4-Cyclopropylphenylboronic acid (250 mg, 1.5 mmol, 1.2 equiv) and methyl 4-amino-3,6-dichloro-5-fluoropicolinate (300 mg, 1.3 mmol, 1.0 equiv) were sequentially added to a 5 mL Biotage microwave vessel, followed by CsF (380 mg, 2.5 mmol, 2.0 equiv), palladium(II) acetate (14 mg, 0.063 mmol, 0.05 equiv), and sodium 3,3′,3″-phosphinetriyl-tribenzenesulfonate (71 mg, 0.13 mmol, 0.10 equiv). A 3:1 mixture of water-acetonitrile (2.5 m... The reactants are C(C)(C)N(C=1C(=NC2=CC=C(C=C2N1)C(=O)OC)C1=CC(=CC=C1)OC)C (methyl 3-(isopropyl(methyl)amino)-2-(3-methoxyphenyl)quinoxaline-6-carboxylate), CO (methanol), [OH-].[Na+] (sodium hydroxide). Run in O (water). Reaction conditions: temperature 50 celsius. Product: C(C)(C)N(C=1C(=NC2=CC=C(C=C2N1)C(=O)O)C1=CC(=CC=C1)OC)C (3-(Isopropyl(methyl)amino)-2-(3-methoxyphenyl)quinoxaline-6-carboxylic acid). Reaction SMILES: [CH:1]([N:4]([CH3:27])[C:5]1[C:6]([C:19]2[CH:24]=[CH:23][CH:22]=[C:21]([O:25][CH3:26])[CH:20]=2)=[N:7][C:8]2[C:13]([N:14]=1)=[CH:12][C:11]([C:15]([O:17]C)=[O:16])=[CH:10][CH:9]=2)([CH3:3])[CH3:2].CO.[OH-].[Na+]>O>[CH:1]([N:4]([CH3:27])[C:5]1[C:6]([C:19]2[CH:24]=[CH:23][CH:22]=[C:21]([O:25][CH3:26])[CH:20]=2)=[N:7][C:8]2[C:13]([N:14]=1)=[CH:12][C:11]([C:15]([OH:17])=[O:16])=[CH:10][CH:9]=2)([CH3:3])[CH3:2] |f:2.3|. Procedure: Into a 50-mL round-bottom flask, was placed methyl 3-(isopropyl(methyl)amino)-2-(3-methoxyphenyl)quinoxaline-6-carboxylate (50 mg, 0.14 mmol, 1.00 equiv), methanol (10 mL), sodium hydroxide (27.4 mg, 0.69 mmol, 5.00 equiv), water (2 mL). The resulting solution was stirred for 2 hs at 50° C. in an oil bath. The resulting mixture was concentrated under vacuum. The resulting solution was diluted with 20 mL of H2O. The pH value of the aqueous solution was adjusted to 4-5 with hydrogen chloride (1 mo... Reactants: C(C1=CC=CC=C1)OC(NC(CO[Si](C1=CC=CC=C1)(C1=CC=CC=C1)C(C)(C)C)CO[Si](C1=CC=CC=C1)(C1=CC=CC=C1)C(C)(C)C)=O ([2-(t-butyldiphenylsilyloxy)-1-(t-butyldiphenylsilyloxymethyl)ethyl]carbamic acid benzyl ester). The reagents and catalysts are [Pd] (palladium on charcoal). The solvent is CO (methanol). Product: [Si](C1=CC=CC=C1)(C1=CC=CC=C1)(C(C)(C)C)OCC(CO[Si](C1=CC=CC=C1)(C1=CC=CC=C1)C(C)(C)C)N (2-(t-butyldiphenylsilyloxy)-1-(t-butyldiphenylsilyloxymethyl)ethylamine). Isolated yield 84.3%. RXN SMILES: C(OC(=O)[NH:10][CH:11]([CH2:31][O:32][Si:33]([C:46]([CH3:49])([CH3:48])[CH3:47])([C:40]1[CH:45]=[CH:44][CH:43]=[CH:42][CH:41]=1)[C:34]1[CH:39]=[CH:38][CH:37]=[CH:36][CH:35]=1)[CH2:12][O:13][Si:14]([C:27]([CH3:30])([CH3:29])[CH3:28])([C:21]1[CH:26]=[CH:25][CH:24]=[CH:23][CH:22]=1)[C:15]1[CH:20]=[CH:19][CH:18]=[CH:17][CH:16]=1)C1C=CC=CC=1>CO.[Pd]>[Si:14]([O:13][CH2:12][CH:11]([NH2:10])[CH2:31][O:32][Si:33]([C:46]([CH3:49])([CH3:48])[CH3:47])([C:40]1[CH:41]=[CH:42][CH:43]=[CH:44][CH:45]=1)[C:34]1[CH:35]=[CH:36][CH:37]=[CH:38][CH:39]=1)([C:27]([CH3:28])([CH3:29])[CH3:30])([C:21]1[CH:26]=[CH:25][CH:24]=[CH:23][CH:22]=1)[C:15]1[CH:16]=[CH:17][CH:18]=[CH:19][CH:20]=1. Reported procedure: A solution of [2-(t-butyldiphenylsilyloxy)-1-(t-butyldiphenylsilyloxymethyl)ethyl]carbamic acid benzyl ester (13.6 g, 19.5 mmol) (obtained as described in Reference Example 39(2)) in methanol (410 ml) was subjected to catalytic hydrogenation in the presence of 10% palladium on charcoal (13.6 g) at room temperature for 3.5 hours. After checking the completion of the reaction, the reaction mixture was filtered in order to remove the catalyst and the filtrate concentrated under reduced pressure. Th... The reactants are BrC1C(N(CC1)C=1C=NN(C1C(C)C)C1=CC=C(C=C1)Cl)=O (3-bromo-1-[1-(4-chlorophenyl)-5-isopropylpyrazol-4-yl]pyrrolidin-2-one), C(C)C=1NC=C(N1)C(F)(F)F (2-ethyl-4-(trifluoromethyl)-1H-imidazole), C(=O)([O-])[O-].[K+].[K+] (K2CO3). Solvent: CN(C)C=O (DMF). Reaction conditions: temperature 65 celsius, time 1.5 hour. The product is ClC1=CC=C(C=C1)N1N=CC(=C1C(C)C)N1C(C(CC1)N1C(=NC(=C1)C(F)(F)F)CC)=O (1-[1-(4-chlorophenyl)-5-isopropylpyrazol-4-yl]-3-[2-ethyl-4-(trifluoromethyl)imidazol-1-yl]pyrrolidin-2-one). Isolated yield 1.3%. RXN SMILES: Br[CH:2]1[CH2:6][CH2:5][N:4]([C:7]2[CH:8]=[N:9][N:10]([C:15]3[CH:20]=[CH:19][C:18]([Cl:21])=[CH:17][CH:16]=3)[C:11]=2[CH:12]([CH3:14])[CH3:13])[C:3]1=[O:22].[CH2:23]([C:25]1[NH:26][CH:27]=[C:28]([C:30]([F:33])([F:32])[F:31])[N:29]=1)[CH3:24].C([O-])([O-])=O.[K+].[K+]>CN(C=O)C>[Cl:21][C:18]1[CH:19]=[CH:20][C:15]([N:10]2[C:11]([CH:12]([CH3:14])[CH3:13])=[C:7]([N:4]3[CH2:5][CH2:6][CH:2]([N:26]4[CH:27]=[C:28]([C:30]([F:31])([F:32])[F:33])[N:29]=[C:25]4[CH2:23][CH3:24])[C:3]3=[O:22])[CH:8]=[N:9]2)=[CH:16][CH:17]=1 |f:2.3.4|. Procedure details: A mixture of 3-bromo-1-[1-(4-chlorophenyl)-5-isopropylpyrazol-4-yl]pyrrolidin-2-one (0.200 g, 0.52 mmol), 2-ethyl-4-(trifluoromethyl)-1H-imidazole (0.060 g, 0.36 mmol) and K2CO3 (0.080 g, 0.58 mmol) in DMF (1.5 mL) was stirred at 65° C. for 1.5 hrs. The mixture was then cooled to room temperature, quenched with water (30 mL), extracted with EtOAc (50 mL), and purified by reverse phase HPLC (C18 column, acetonitrile-H2O with 0.1% TFA as eluent) to yield the title compound (0.0022 g, TFA salt, 1.0...